Dataset: the Open Reaction Database (ORD), a public repository of structured organic reaction records. Task: describe an organic reaction: reactants, conditions, products, and yield Starting materials: CCOC(=O)C.CCCCCC (EtOAc hexane), CN1C(C(=C(C2=CC=C(C=C12)C(F)(F)F)C)C(=O)OCC)=O (ethyl 1,4-dimethyl-2-oxo-7-(trifluoromethyl)-1H-quinoline-3-carboxylate), COC=1C=CC(=CC1)P2(=S)SP(=S)(S2)C=3C=CC(=CC3)OC (Lawesson's reagent). The solvent is C1(=CC=CC=C1)C (toluene). Conditions: temperature 120 celsius. Yields the product CN1C(C(=C(C2=CC=C(C=C12)C(F)(F)F)C)C(=O)OCC)=S (ethyl 1,4-dimethyl-2-thioxo-7-(trifluoromethyl)-1H-quinoline-3-carboxylate). Isolated yield 80.0%. RXN SMILES: [CH3:1][N:2]1[C:11]2[C:6](=[CH:7][CH:8]=[C:9]([C:12]([F:15])([F:14])[F:13])[CH:10]=2)[C:5]([CH3:16])=[C:4]([C:17]([O:19][CH2:20][CH3:21])=[O:18])[C:3]1=O.COC1C=CC(P2(SP(C3C=CC(OC)=CC=3)(=S)S2)=[S:32])=CC=1.CCOC(C)=O.CCCCCC>C1(C)C=CC=CC=1>[CH3:1][N:2]1[C:11]2[C:6](=[CH:7][CH:8]=[C:9]([C:12]([F:15])([F:14])[F:13])[CH:10]=2)[C:5]([CH3:16])=[C:4]([C:17]([O:19][CH2:20][CH3:21])=[O:18])[C:3]1=[S:32] |f:2.3|. Procedure details: A solution of 460 mg (1.5 mmol) ethyl 1,4-dimethyl-2-oxo-7-(trifluoromethyl)-1H-quinoline-3-carboxylate in toluene (10 ml) was treated with 2.4 g (5.9 mmol) Lawesson's reagent at RT, followed by heating to 120° C. for 16 h. After cooling to RT the RS was quenched with a sat. aq. Na2CO3 solution (30 ml). The mixture was then extracted with EtOAc (3×30 ml). The combined organic layers were washed with brine, dried over Na2SO4 and concentrated in vacuo. CC (EtOAc/hexane 1:4) of the residue provided... The reactants are ClCCl, CCO, CCOC(=O)C(NC(=O)c1ccc(F)cc1C(F)(F)F)C(=O)c1ccccc1C, c1ccc(P(c2ccccc2)c2ccc3ccccc3c2-c2c(P(c3ccccc3)c3ccccc3)ccc3ccccc23)cc1. The product is CCOC(=O)C(NC(=O)c1ccc(F)cc1C(F)(F)F)C(O)c1ccccc1C. As a reaction SMILES: [CH2:76]([Cl:77])[Cl:78].[CH3:79][CH2:80][OH:81].[F:1][c:2]1[cH:3][c:4]([C:26]([F:27])([F:28])[F:29])[c:5]([C:6](=[O:7])[NH:8][CH:9]([C:10](=[O:11])[O:12][CH2:13][CH3:14])[C:15]([c:16]2[c:17]([CH3:22])[cH:18][cH:19][cH:20][cH:21]2)=[O:23])[cH:24][cH:25]1.[cH:30]1[cH:31][cH:32][c:33]([P:34]([c:35]2[cH:36][cH:37][c:38]3[c:39]([cH:40][cH:41][cH:42][cH:43]3)[c:44]2-[c:45]2[c:46]3[c:47]([cH:48][cH:49][cH:50][cH:51]3)[cH:52][cH:53][c:54]2[P:55]([c:56]2[cH:57][cH:58][cH:59][cH:60][cH:61]2)[c:62]2[cH:63][cH:64][cH:65][cH:66][cH:67]2)[c:68]2[cH:69][cH:70][cH:71][cH:72][cH:73]2)[cH:74][cH:75]1>>[F:1][c:2]1[cH:3][c:4]([C:26]([F:27])([F:28])[F:29])[c:5]([C:6](=[O:7])[NH:8][CH:9]([C:10](=[O:11])[O:12][CH2:13][CH3:14])[CH:15]([c:16]2[c:17]([CH3:22])[cH:18][cH:19][cH:20][cH:21]2)[OH:23])[cH:24][cH:25]1.